Dataset: the Open Reaction Database (ORD), a public repository of structured organic reaction records. Task: describe an organic reaction: reactants, conditions, products, and yield The reactants are II (iodine), COC=1C2=C(N=CN1)N(C=C2)S(=O)(=O)C2=CC=C(C=C2)C (4-methoxy-7-[(4-methylphenyl)sulfonyl]-7H-pyrrolo[2,3-d]pyrimidine), C(CCC)[Li] (butyl lithium). Solvent: O1CCCC1 (tetrahydrofuran), CCCCCC (hexane). Run at temperature -70 celsius, time 1 hour. The product is IC1=CC2=C(N=CN=C2OC)N1S(=O)(=O)C1=CC=C(C=C1)C (6-Iodo-4-methoxy-7-[(4-methylphenyl)sulfonyl]-7H-pyrrolo[2,3-d]pyrimidine). Yield: 83.7%. As a reaction SMILES: [CH3:1][O:2][C:3]1[C:4]2[CH:11]=[CH:10][N:9]([S:12]([C:15]3[CH:20]=[CH:19][C:18]([CH3:21])=[CH:17][CH:16]=3)(=[O:14])=[O:13])[C:5]=2[N:6]=[CH:7][N:8]=1.C([Li])CCC.[I:27]I>O1CCCC1.CCCCCC>[I:27][C:10]1[N:9]([S:12]([C:15]2[CH:20]=[CH:19][C:18]([CH3:21])=[CH:17][CH:16]=2)(=[O:13])=[O:14])[C:5]2[N:6]=[CH:7][N:8]=[C:3]([O:2][CH3:1])[C:4]=2[CH:11]=1. Procedure: To a solution of 4-methoxy-7-[(4-methylphenyl)sulfonyl]-7H-pyrrolo[2,3-d]pyrimidine [2.23 g, Reference Example 7] in tetrahydrofuran (35 mL) at −78° C. was added drop wise a solution of butyl lithium in hexane (5 mL, 1.6M) under inert atmosphere. The solution was stirred at −70° C. for 1 hour and iodine (2.05 g) was added. The reaction mixture was stirred at −70° C. for another 1 hour, allowed to reach room temperature and partitioned between ethyl acetate and aqueous sodium sulfite solution. Th... The reactants are C(C)OC(C1=CC(=NC(=C1)CC(C)C)CO)=O (2-hydroxymethyl-6-isobutyl-isonicotinic acid ethyl ester), Cl (HCl). As a reaction SMILES: C([O:3][C:4](=[O:17])[C:5]1[CH:10]=[C:9]([CH2:11][CH:12]([CH3:14])[CH3:13])[N:8]=[C:7]([CH2:15][OH:16])[CH:6]=1)C.[ClH:18]>>[ClH:18].[OH:16][CH2:15][C:7]1[CH:6]=[C:5]([CH:10]=[C:9]([CH2:11][CH:12]([CH3:14])[CH3:13])[N:8]=1)[C:4]([OH:17])=[O:3] |f:2.3|. Reported procedure: A solution of 2-hydroxymethyl-6-isobutyl-isonicotinic acid ethyl ester (100 mg, 0.421 mmol) in 25% aq. HCl (5 mL) is stirred at 75° C. for 16 h. The solvent is removed in vacuo and the remaining residue is dried under HV to give 2-hydroxymethyl-6-isobutyl-isonicotinic acid hydrochloride (100 mg) as an oil; LC-MS: tR=0.52 min, [M+1]+=210.47. Yields the product Cl.OCC=1C=C(C(=O)O)C=C(N1)CC(C)C (2-hydroxymethyl-6-isobutyl-isonicotinic acid hydrochloride). Starting materials: CCCCN=C=O, CN(C)c1ccncc1, CCOC(C)=O, COc1ccccc1Oc1c(NS(=O)(=O)c2ccc(C(C)C)cn2)nc(-c2ccncc2)nc1OCC#CCO, ClC(Cl)Cl. The product is CCCCNC(=O)OCC#CCOc1nc(-c2ccncc2)nc(NS(=O)(=O)c2ccc(C(C)C)cn2)c1Oc1ccccc1OC. As a reaction SMILES: [CH3:41][CH2:42][CH2:43][CH2:44][N:45]=[C:46]=[O:47].[CH3:48][N:49]([CH3:50])[c:51]1[cH:52][cH:53][n:54][cH:55][cH:56]1.[CH3:61][CH2:62][O:63][C:64](=[O:65])[CH3:66].[CH:1]([CH3:2])([CH3:3])[c:4]1[cH:5][cH:6][c:7]([S:10](=[O:11])(=[O:12])[NH:13][c:14]2[n:15][c:16](-[c:35]3[cH:36][cH:37][n:38][cH:39][cH:40]3)[n:17][c:18]([O:29][CH2:30][C:31]#[C:32][CH2:33][OH:34])[c:19]2[O:20][c:21]2[c:22]([O:27][CH3:28])[cH:23][cH:24][cH:25][cH:26]2)[n:8][cH:9]1.[CH:57]([Cl:58])([Cl:59])[Cl:60]>>[CH:1]([CH3:2])([CH3:3])[c:4]1[cH:5][cH:6][c:7]([S:10](=[O:11])(=[O:12])[NH:13][c:14]2[n:15][c:16](-[c:35]3[cH:36][cH:37][n:38][cH:39][cH:40]3)[n:17][c:18]([O:29][CH2:30][C:31]#[C:32][CH2:33][O:34][C:46]([NH:45][CH2:44][CH2:43][CH2:42][CH3:41])=[O:47])[c:19]2[O:20][c:21]2[c:22]([O:27][CH3:28])[cH:23][cH:24][cH:25][cH:26]2)[n:8][cH:9]1. Reactants: C1(=CC=CC=C1)N1C(=O)C(=O)C2=CC(=CC=C12)S(=O)(=O)O (phenyl-isatin 5 sulfonic acid), [OH-].[K+] (KOH). Product: S(=O)(=O)(O)C1=CC2=C(C3=CC=CC=C3N=C2C=C1)C(=O)O (2-sulfo acridine-9-carboxylic acid). Reaction SMILES: [C:1]1([N:7]2[C:17]3[C:12](=[CH:13][C:14]([S:18]([OH:21])(=[O:20])=[O:19])=[CH:15][CH:16]=3)[C:10](=O)[C:8]2=[O:9])[CH:6]=[CH:5][CH:4]=[CH:3][CH:2]=1.[OH-:22].[K+]>>[S:18]([C:14]1[CH:15]=[CH:16][C:17]2[C:12](=[C:10]([C:8]([OH:22])=[O:9])[C:6]3[C:1]([N:7]=2)=[CH:2][CH:3]=[CH:4][CH:5]=3)[CH:13]=1)([OH:21])(=[O:20])=[O:19] |f:1.2|. Procedure: The title compound can be prepared from N-phenyl isatin 5 sulfonic acid of example 11 and 10% KOH by heating for hours on a steam bath. The solution is filtered, then acidified to pH 1 and product is collected by filtration. The reactants are C(C1=CC=CC=C1)OC(=O)N1N(CC(C1)OC(=O)OC1=CC=C(C=C1)[N+](=O)[O-])C(CC1=CC=C(C=C1)F)=O (2-[2-(4-Fluorophenyl)acetyl]-4-(4-nitro-phenoxycarbonyloxy)-pyrazolidine-1-carboxylic acid benzyl ester), N1CCOCC1 (Morpholine). Solvent: ClCCl (dichloromethane), ClCCl (dichloromethane). Run at time 1.5 hour. Product: C(C1=CC=CC=C1)OC(=O)N1N(CC(C1)OC(=O)N1CCOCC1)C(CC1=CC=C(C=C1)F)=O (morpholine-4-carboxylic acid 1-benzyloxycarbonyl-2-[2-(4-fluorophenyl)acetyl]-pyrazolidin-4-yl ester). Reaction SMILES: [CH2:1]([O:8][C:9]([N:11]1[CH2:15][CH:14]([O:16][C:17](OC2C=CC([N+]([O-])=O)=CC=2)=[O:18])[CH2:13][N:12]1[C:29](=[O:38])[CH2:30][C:31]1[CH:36]=[CH:35][C:34]([F:37])=[CH:33][CH:32]=1)=[O:10])[C:2]1[CH:7]=[CH:6][CH:5]=[CH:4][CH:3]=1.[NH:39]1[CH2:44][CH2:43][O:42][CH2:41][CH2:40]1>ClCCl>[CH2:1]([O:8][C:9]([N:11]1[CH2:15][CH:14]([O:16][C:17]([N:39]2[CH2:44][CH2:43][O:42][CH2:41][CH2:40]2)=[O:18])[CH2:13][N:12]1[C:29](=[O:38])[CH2:30][C:31]1[CH:36]=[CH:35][C:34]([F:37])=[CH:33][CH:32]=1)=[O:10])[C:2]1[CH:7]=[CH:6][CH:5]=[CH:4][CH:3]=1. Procedure details: 2-[2-(4-Fluorophenyl)acetyl]-4-(4-nitro-phenoxycarbonyloxy)-pyrazolidine-1-carboxylic acid benzyl ester, 39, (462 mg, 0.882 mmol) is dissolved in dichloromethane (9 mL). Morpholine (770 μL, 8.82 mmol) is added and the reaction immediately develops a light yellow color. After stirring about 1.5 hours at room temperature, the reaction is diluted with dichloromethane (20 mL) and washed with a 5% solution of Na2CO3 (2×20 mL). The combined aqueous layers are extracted with dichloromethane (20 mL), th...